Dataset: the Open Reaction Database (ORD), a public repository of structured organic reaction records. Task: describe an organic reaction: reactants, conditions, products, and yield Reactants: C(C1=CC=CC=C1)OC=1C(=C(C(=CC1)[N+](=O)[O-])CC(C)=O)F (1-(3-Benzyloxy-2-fluoro-6-nitro-phenyl)-propan-2-one), FC1=C(C(=CC=C1O)[N+](=O)[O-])CC(C)=O (1-(2-fluoro-3-hydroxy-6-nitrophenyl)-propan-2-one). Yields the product FC1=C2C=C(NC2=CC=C1O)C (4-Fluoro-2-methyl-1H-indol-5-ol). Reaction SMILES: C([O:8][C:9]1[C:10]([F:22])=[C:11]([CH2:18][C:19](=O)[CH3:20])[C:12]([N+:15]([O-])=O)=[CH:13][CH:14]=1)C1C=CC=CC=1.FC1C(O)=CC=C([N+]([O-])=O)C=1CC(=O)C>>[F:22][C:10]1[C:9]([OH:8])=[CH:14][CH:13]=[C:12]2[C:11]=1[CH:18]=[C:19]([CH3:20])[NH:15]2. Procedure: 1-(3-Benzyloxy-2-fluoro-6-nitro-phenyl)-propan-2-one can also be converted to 1-(2-fluoro-3-hydroxy-6-nitrophenyl)-propan-2-one by the following two alternate methods. Reactants: CC(=O)NCCC1CCc2ccc3nn(C)cc3c21, CC#N, CCOC(C)=O, F[Xe]F. Yields the product CC(=O)NCCC1CCc2ccc3nn(C)c(F)c3c21. As a reaction SMILES: [CH3:1][n:2]1[n:3][c:4]2[cH:5][cH:6][c:7]3[c:8]([c:9]2[cH:10]1)[CH:11]([CH2:14][CH2:15][NH:16][C:17]([CH3:18])=[O:19])[CH2:12][CH2:13]3.[CH3:23][C:24]#[N:25].[CH3:26][CH2:27][O:28][C:29](=[O:30])[CH3:31].[Xe:20]([F:21])[F:22]>>[CH3:1][n:2]1[n:3][c:4]2[cH:5][cH:6][c:7]3[c:8]([c:9]2[c:10]1[F:21])[CH:11]([CH2:14][CH2:15][NH:16][C:17]([CH3:18])=[O:19])[CH2:12][CH2:13]3. Starting materials: Br.O(C1=CC=CC=C1)C1=CC=C(C=C1)NC=1SC=C(N1)C1=CC(SC1=C)C(=S)OC (Methyl 4-(2-{[4-phenoxyphenyl]amino}(1,3-thiazol-4-yl))-5-methlylthiothiophene-2-carboxylate hydrobromide), BrCC(=O)C=1C=C(SC1C)C(=S)OC (Methyl 4-(2-bromoacetyl)-5-methylthiothiophene-2-carboxylate), O(C1=CC=CC=C1)C1=CC=C(C=C1)NC(=S)N (4-phenoxyphenylthiourea). The product is Br.O(C1=CC=CC=C1)C1=CC=C(C=C1)NC=1SC=C(N1)C=1C=C(SC1C)C(=S)OC (methyl 4-(2-{[4-(phenoxy)phenyl]amino}(1,3-thiazol-4-yl))-5-methylthiothiophene-2-carboxylate hydrobromide). The yield is 88.0%. As a reaction SMILES: Br.[O:2]([C:9]1[CH:14]=[CH:13][C:12]([NH:15][C:16]2[S:17][CH:18]=[C:19]([C:21]3[C:25](=[CH2:26])[S:24][CH:23]([C:27]([O:29][CH3:30])=[S:28])[CH:22]=3)[N:20]=2)=[CH:11][CH:10]=1)[C:3]1[CH:8]=[CH:7][CH:6]=[CH:5][CH:4]=1.[Br:31]CC(C1C=C(C(OC)=S)SC=1C)=O.O(C1C=CC(NC(N)=S)=CC=1)C1C=CC=CC=1>>[BrH:31].[O:2]([C:9]1[CH:10]=[CH:11][C:12]([NH:15][C:16]2[S:17][CH:18]=[C:19]([C:21]3[CH:22]=[C:23]([C:27]([O:29][CH3:30])=[S:28])[S:24][C:25]=3[CH3:26])[N:20]=2)=[CH:13][CH:14]=1)[C:3]1[CH:8]=[CH:7][CH:6]=[CH:5][CH:4]=1 |f:0.1,4.5|. Procedure: Methyl 4-(2-{[4-phenoxyphenyl]amino}(1,3-thiazol-4-yl))-5-methlylthiothiophene-2-carboxylate hydrobromide: Methyl 4-(2-bromoacetyl)-5-methylthiothiophene-2-carboxylate (200 mg, 0.64 mmol) was allowed to react with 4-phenoxyphenylthiourea (158 mg) as described in Example 154, step (a) to give 300 mg (88% yield) of methyl 4-(2-{[4-(phenoxy)phenyl]amino}(1,3-thiazol-4-yl))-5-methylthiothiophene-2-carboxylate hydrobromide. Mass Spectrum (ESI) m/z calcd. for C22H18N2O3S3, 454.6 (M+H), found 455.2. The reactants are Cl (hydrochloric acid), resultant solution, C([O-])(O)=O.[Na+] (sodium bicarbonate), NC1[C@@H]2N(C(=CCS2)C(=O)O)C1=O (7-amino-3-cephem-4-carboxylic acid), C[Si](NC(C)=O)(C)C (N-trimethylsilylacetamide), C(=O)NC=1SC(=C(N1)C(C(=O)O)=NOCC(=O)OC(C)(C)C)Cl (2-(2-formamido-5-chlorothiazol-4-yl)-2-tert-butoxycarbonylmethoxyiminoacetic acid), C[N+](=CCl)C.[Cl-] (Vilsmeier reagent), P(=O)(Cl)(Cl)Cl (phosphorous oxychloride). Solvent: C(C)(=O)OCC (ethyl acetate), O (water), O1CCCC1 (tetrahydrofuran), C(Cl)Cl (methylene chloride), CN(C=O)C (N,N-dimethylformamide). Product: C(=O)NC=1SC(=C(N1)C(C(=O)NC1[C@@H]2N(C(=CCS2)C(=O)O)C1=O)=NOCC(=O)OC(C)(C)C)Cl (7-[2-(2-formamido-5-chlorothiazol-4-yl)-2-tert-butoxycarbonylmethoxyiminoacetamido]-3-cephem-4-carboxylic acid). Yield: 87.0%. RXN SMILES: C[N+](C)=CCl.[Cl-].P(Cl)(Cl)(Cl)=O.[CH:12]([NH:14][C:15]1[S:16][C:17]([Cl:34])=[C:18]([C:20](=[N:24][O:25][CH2:26][C:27]([O:29][C:30]([CH3:33])([CH3:32])[CH3:31])=[O:28])[C:21]([OH:23])=O)[N:19]=1)=[O:13].[NH2:35][CH:36]1[C:46](=[O:47])[N:38]2[C:39]([C:43]([OH:45])=[O:44])=[CH:40][CH2:41][S:42][C@H:37]12.C[Si](C)(C)NC(=O)C.C(=O)(O)[O-].[Na+].Cl>O1CCCC1.C(Cl)Cl.C(OCC)(=O)C.O.CN(C)C=O>[CH:12]([NH:14][C:15]1[S:16][C:17]([Cl:34])=[C:18]([C:20](=[N:24][O:25][CH2:26][C:27]([O:29][C:30]([CH3:33])([CH3:32])[CH3:31])=[O:28])[C:21]([NH:35][CH:36]2[C:46](=[O:47])[N:38]3[C:39]([C:43]([OH:45])=[O:44])=[CH:40][CH2:41][S:42][C@H:37]23)=[O:23])[N:19]=1)=[O:13] |f:0.1,6.7|. Reported procedure: Vilsmeier reagent prepared from N,N-dimethylformamide (0.46 ml) and phosphorous oxychloride (0.55 ml) was suspended in dry tetrahydrofuran (20 ml). To the suspension was added 2-(2-formamido-5-chlorothiazol-4-yl)-2-tert-butoxycarbonylmethoxyiminoacetic acid (syn isomer) (1.8 g) under ice-cooling with stirring and then the solution was stirred at the same temperature for an hour to prepare the activated acid solution. To the solution of 7-amino-3-cephem-4-carboxylic acid (1.1 g) and N-trimethylsi... Reactants: FC=1C=CC(=C(C1)NC=1N(N=CC1)C)[N+](=O)[O-] ((5-fluoro-2-nitrophenyl)-(2-methyl-2H-pyrazol-3-yl)-amine). Reagents/catalysts: [Pd] (palladium on carbon). The solvent is CCOC(=O)C (EtOAc). Reaction conditions: temperature 20 celsius, time 5 hour. Product: FC=1C=C(C(=CC1)N)NC=1N(N=CC1)C (4-Fluoro-N2-(2-methyl-2H-pyrazol-3-yl)benzene-1,2-diamine). The yield is 75.2%. RXN SMILES: [F:1][C:2]1[CH:3]=[CH:4][C:5]([N+:15]([O-])=O)=[C:6]([NH:8][C:9]2[N:10]([CH3:14])[N:11]=[CH:12][CH:13]=2)[CH:7]=1>[Pd].CCOC(C)=O>[F:1][C:2]1[CH:7]=[C:6]([NH:8][C:9]2[N:10]([CH3:14])[N:11]=[CH:12][CH:13]=2)[C:5]([NH2:15])=[CH:4][CH:3]=1. Procedure details: A mixture of (5-fluoro-2-nitrophenyl)-(2-methyl-2H-pyrazol-3-yl)-amine (0.96 g, 4.06 mmol) and 10% palladium on carbon (0.20 g) in EtOAc (40 mL) was stirred under an atmosphere of hydrogen at atmospheric pressure and 20° C. for 5 h. The catalyst was removed by filtration and the filtrate concentrated in vacuo to give the title compound as a white solid (0.63 g, 88%). LCMS (Method C): RT 1.88 min [M+H]+ 207.0 Starting materials: C1=CC=CC=2C3=CC=CC=C3C(C12)COC(=O)N1C[C@H](C[C@H](C1)C(N(CC1=CN(C2=CC=CC=C12)CCCOC)C1CC1)=O)N ((3S,5R)-3-amino-5-{cyclopropyl-[1-(3-methoxy-propyl)-1H-indol-3-ylmethyl]-carbamoyl}-piperidine-1-carboxylic acid 9H-fluoren-9-ylmethyl ester), C(C)N(C(C)C)C(C)C (N-ethyldiisopropylamine), C(C(C)(C)C)(=O)Cl (pivaloylchloride). The reagents and catalysts are CN(C1=CC=NC=C1)C (4-dimethylaminopyridine). Run in C(Cl)Cl (CH2Cl2), C(Cl)Cl (CH2Cl2). Run at time 14 hour. The product is C1(CC1)N(C(=O)[C@H]1CNC[C@H](C1)NC(C(C)(C)C)=O)CC1=CN(C2=CC=CC=C12)CCCOC ((3R,5S)-5-(2,2-Dimethyl-propionylamino)-piperidine-3-carboxylic acid cyclopropyl-[1-(3-methoxy-propyl)-1H-indol-3-ylmethyl]-amide). Reaction SMILES: C1C2C(COC([N:18]3[CH2:23][C@H:22]([C:24](=[O:44])[N:25]([CH:41]4[CH2:43][CH2:42]4)[CH2:26][C:27]4[C:35]5[C:30](=[CH:31][CH:32]=[CH:33][CH:34]=5)[N:29]([CH2:36][CH2:37][CH2:38][O:39][CH3:40])[CH:28]=4)[CH2:21][C@H:20]([NH2:45])[CH2:19]3)=O)C3C(=CC=CC=3)C=2C=CC=1.C(N(C(C)C)C(C)C)C.[C:55](Cl)(=[O:60])[C:56]([CH3:59])([CH3:58])[CH3:57]>CN(C)C1C=CN=CC=1.C(Cl)Cl>[CH:41]1([N:25]([CH2:26][C:27]2[C:35]3[C:30](=[CH:31][CH:32]=[CH:33][CH:34]=3)[N:29]([CH2:36][CH2:37][CH2:38][O:39][CH3:40])[CH:28]=2)[C:24]([C@@H:22]2[CH2:21][C@H:20]([NH:45][C:55](=[O:60])[C:56]([CH3:59])([CH3:58])[CH3:57])[CH2:19][NH:18][CH2:23]2)=[O:44])[CH2:42][CH2:43]1. Reported procedure: To a stirred mixture of (3S,5R)-3-amino-5-{cyclopropyl-[1-(3-methoxy-propyl)-1H-indol-3-ylmethyl]-carbamoyl}-piperidine-1-carboxylic acid 9H-fluoren-9-ylmethyl ester (374 mg, 0.62 mmol), N-ethyldiisopropylamine (503 μl, 2.94 mmol) and 4-dimethylaminopyridine (31 mg) in CH2Cl2 (8 ml), pivaloylchloride (126 μl, 1.02 mmol) is added. After stirring for 14 h at RT, the mixture is diluted with CH2Cl2. The organic layer is washed with 1N HCl and saturated NaHCO3 solution, dried over Na2SO4 and evaporat... Product: C(C)(=O)C1=CC=CC=2N(C=NC21)C2=CC(=CC=C2)[N+](=O)[O-] (4-Acetyl-1-(3-nitrophenyl)benzimidazole). Reported procedure: 4-Acetylbenzimidazole (4.4 g, 27.5 mmol) was dissolved in dry DMSO (40 ml) and cooled. Sodium hydride (0.91 g, 80% suspension in oil) was added and the mixture was allowed to warm to room temperature. When the evolution of hydrogen had ceased 1-fluoro-3-nitrobenzene was added and the mixture was heated to 120° C. overnight. After cooling the reaction mixture was poured into ice-water and the crude product was filtered off. Purification was achieved by column chromatography on silica gel with eth... Run in CS(=O)C (DMSO). Reactants: FC1=CC(=CC=C1)[N+](=O)[O-] (1-fluoro-3-nitrobenzene), C(C)(=O)C1=CC=CC=2N=CNC21 (4-Acetylbenzimidazole), [H-].[Na+] (Sodium hydride), [H][H] (hydrogen), ice water. RXN SMILES: [C:1]([C:4]1[C:12]2[NH:11][CH:10]=[N:9][C:8]=2[CH:7]=[CH:6][CH:5]=1)(=[O:3])[CH3:2].[H-].[Na+].[H][H].F[C:18]1[CH:23]=[CH:22][CH:21]=[C:20]([N+:24]([O-:26])=[O:25])[CH:19]=1>CS(C)=O>[C:1]([C:4]1[C:12]2[N:11]=[CH:10][N:9]([C:18]3[CH:23]=[CH:22][CH:21]=[C:20]([N+:24]([O-:26])=[O:25])[CH:19]=3)[C:8]=2[CH:7]=[CH:6][CH:5]=1)(=[O:3])[CH3:2] |f:1.2|. The reactants are COC(=O)C=1[C@@H](N=C(NC1CBr)C=1SC=CN1)C1=C(C=C(C=C1)F)Cl ((R)-6-bromomethyl-4-(2-chloro-4-fluoro-phenyl)-2-thiazol-2-yl-1,4-dihydro-pyrimidine-5-carboxylic acid methyl ester), ClC1=C(C=O)C=CC(=C1)F (2-chloro-4-fluorobenzaldehyde), C(CC(=O)C)(=O)OCC (ethyl acetoacetate), ClC1=C(C=O)C=CC=C1F (2-chloro-3-fluorobenzaldehyde). Yields the product BrCC1=C([C@@H](N=C(N1)C=1SC=CN1)C1=C(C(=CC=C1)F)Cl)C(=O)OCC (ethyl (4R)-6-(bromomethyl)-4-(2-chloro-3-fluoro-phenyl)-2-thiazol-2-yl-1,4-dihydropyrimidine-5-carboxylate). RXN SMILES: [CH3:1][O:2][C:3]([C:5]1[C@H](C2C=CC(F)=CC=2Cl)[N:7]=[C:8]([C:13]2[S:14][CH:15]=[CH:16][N:17]=2)[NH:9][C:10]=1[CH2:11][Br:12])=[O:4].[C:26](OCC)(=O)CC(C)=O.[Cl:35][C:36]1[C:43]([F:44])=[CH:42][CH:41]=[CH:40][C:37]=1[CH:38]=O.ClC1C=C(F)C=CC=1C=O>>[Br:12][CH2:11][C:10]1[NH:9][C:8]([C:13]2[S:14][CH:15]=[CH:16][N:17]=2)=[N:7][C@@H:38]([C:37]2[CH:40]=[CH:41][CH:42]=[C:43]([F:44])[C:36]=2[Cl:35])[C:5]=1[C:3]([O:2][CH2:1][CH3:26])=[O:4]. Procedure: Compound C-1 was prepared in analogy to compound C by using ethyl acetoacetate and 2-chloro-3-fluorobenzaldehyde instead of methyl acetoacetate and 2-chloro-4-fluorobenzaldehyde. Product: COc1ccc(N)cc1CN1CCOCC1. The reactants are C1CCOC1, CCO, COc1ccc([N+](=O)[O-])cc1CN1CCOCC1, NN, O. Reaction SMILES: [CH2:25]1[O:26][CH2:27][CH2:28][CH2:29]1.[CH3:19][CH2:20][OH:21].[CH3:1][O:2][c:3]1[c:4]([CH2:5][N:6]2[CH2:7][CH2:8][O:9][CH2:10][CH2:11]2)[cH:12][c:13]([N+:16]([O-:17])=[O:18])[cH:14][cH:15]1.[NH2:23][NH2:24].[OH2:22]>>[CH3:1][O:2][c:3]1[c:4]([CH2:5][N:6]2[CH2:7][CH2:8][O:9][CH2:10][CH2:11]2)[cH:12][c:13]([NH2:16])[cH:14][cH:15]1.